This data is from the Open Reaction Database (ORD), a public repository of structured organic reaction records. The task is: describe an organic reaction: reactants, conditions, products, and yield Reactants: C1CCNCC1, CCO, O=C(O)c1ccc([N+](=O)[O-])c(F)c1. Product: O=C(O)c1ccc([N+](=O)[O-])c(N2CCCCC2)c1. Reaction SMILES: [CH2:14]1[CH2:15][CH2:16][NH:17][CH2:18][CH2:19]1.[CH3:20][CH2:21][OH:22].[F:1][c:2]1[cH:3][c:4]([C:5](=[O:6])[OH:7])[cH:8][cH:9][c:10]1[N+:11](=[O:12])[O-:13]>>[c:2]1([N:17]2[CH2:16][CH2:15][CH2:14][CH2:19][CH2:18]2)[cH:3][c:4]([C:5](=[O:6])[OH:7])[cH:8][cH:9][c:10]1[N+:11](=[O:12])[O-:13]. Starting materials: Cc1ccc(C(C)C)c(O)c1Br, CC(=O)O, CO, NCc1ccccc1, CCOP(=O)(OCC)C(CC(=O)CC)P(=O)(OCC)OCC. Product: CCOP(=O)(OCC)C(CC(CC)NCc1ccccc1)P(=O)(OCC)OCC. As a reaction SMILES: [Br:23][c:24]1[c:25]([OH:26])[c:27]([CH:28]([CH3:29])[CH3:30])[cH:31][cH:32][c:33]1[CH3:34].[CH3:43][C:44](=[O:45])[OH:46].[CH3:47][OH:48].[NH2:35][CH2:36][c:37]1[cH:38][cH:39][cH:40][cH:41][cH:42]1.[O:1]=[C:2]([CH2:3][CH:4]([P:5]([O:6][CH2:7][CH3:8])(=[O:9])[O:10][CH2:11][CH3:12])[P:13]([O:14][CH2:15][CH3:16])(=[O:17])[O:18][CH2:19][CH3:20])[CH2:21][CH3:22]>>[CH:2]([CH2:3][CH:4]([P:5]([O:6][CH2:7][CH3:8])(=[O:9])[O:10][CH2:11][CH3:12])[P:13]([O:14][CH2:15][CH3:16])(=[O:17])[O:18][CH2:19][CH3:20])([CH2:21][CH3:22])[NH:35][CH2:36][c:37]1[cH:38][cH:39][cH:40][cH:41][cH:42]1. Reaction SMILES: [Br:1][c:2]1[cH:3][c:4]2[c:13]([cH:14][cH:15]1)[S:12][c:11]1[c:6]([cH:7][cH:8][cH:9][cH:10]1)[N:5]2[CH2:16][CH2:17][CH2:18][Cl:19].[C:35](=[O:36])([O-:37])[O-:38].[CH3:41][N:42]([CH3:43])[CH:44]=[O:45].[F:20][c:21]1[cH:22][cH:23][c:24]([C:25](=[O:26])[CH:27]2[CH2:28][CH2:29][NH:30][CH2:31][CH2:32]2)[cH:33][cH:34]1.[K+:39].[K+:40]>>[Br:1][c:2]1[cH:3][c:4]2[c:13]([cH:14][cH:15]1)[S:12][c:11]1[c:6]([cH:7][cH:8][cH:9][cH:10]1)[N:5]2[CH2:16][CH2:17][CH2:18][N:30]1[CH2:29][CH2:28][CH:27]([C:25]([c:24]2[cH:23][cH:22][c:21]([F:20])[cH:34][cH:33]2)=[O:26])[CH2:32][CH2:31]1.[ClH:19]. Starting materials: ClCCCN1c2ccccc2Sc2ccc(Br)cc21, O=C([O-])[O-], CN(C)C=O, O=C(c1ccc(F)cc1)C1CCNCC1, [K+], [K+]. Yields the product O=C(c1ccc(F)cc1)C1CCN(CCCN2c3ccccc3Sc3ccc(Br)cc32)CC1, Cl.